Dataset: the Open Reaction Database (ORD), a public repository of structured organic reaction records. Task: describe an organic reaction: reactants, conditions, products, and yield The reactants are O=C1CCC(=O)N1Br, ClC(Cl)Cl, Cc1nc2ccnn2c(Cl)c1CCCl. The product is Cc1nc2c(Br)cnn2c(Cl)c1CCCl. RXN SMILES: [Br:1][N:2]1[C:3](=[O:4])[CH2:5][CH2:6][C:7]1=[O:8].[CH:23]([Cl:24])([Cl:25])[Cl:26].[Cl:9][c:10]1[c:11]([CH2:20][CH2:21][Cl:22])[c:12]([CH3:19])[n:13][c:14]2[n:15]1[n:16][cH:17][cH:18]2>>[Br:1][c:18]1[c:14]2[n:13][c:12]([CH3:19])[c:11]([CH2:20][CH2:21][Cl:22])[c:10]([Cl:9])[n:15]2[n:16][cH:17]1. The reactants are C(C)OC(CC1C2=C(B(O1)O)C=C(C=C2)O)=O ((1,6-dihydroxy-1,3-dihydro-benzo[c][1,2]oxaborol-3-yl)-acetic acid ethyl ester), [H-].[Na+] (NaH), CN(C)C=O (DMF), C(C)(C)(C)OC(NCCCBr)=O ((3-bromo-propyl)-carbamic acid tert-butyl ester), CN(C)C=O (DMF). Reaction conditions: temperature 0 celsius, time 45 minute. The product is C(C)OC(CC1C2=C(B(O1)O)C=C(C=C2C)OCCCNC(=O)OC(C)(C)C)=O ([6-(3-tert-butoxycarbonylamino-propoxy)-1-hydroxy-4-methyl-1,3-dihydro-benzo[c][1,2]oxaborol-3-yl]-acetic acid ethyl ester). Isolated yield 40.0%. RXN SMILES: [CH2:1]([O:3][C:4](=[O:17])[CH2:5][CH:6]1[O:10][B:9]([OH:11])[C:8]2[CH:12]=[C:13]([OH:16])[CH:14]=[CH:15][C:7]1=2)[CH3:2].[H-].[Na+].[C:20]([O:24][C:25](=[O:31])[NH:26][CH2:27][CH2:28][CH2:29]Br)([CH3:23])([CH3:22])[CH3:21].[CH3:32]N(C=O)C>>[CH2:1]([O:3][C:4](=[O:17])[CH2:5][CH:6]1[O:10][B:9]([OH:11])[C:8]2[CH:12]=[C:13]([O:16][CH2:29][CH2:28][CH2:27][NH:26][C:25]([O:24][C:20]([CH3:23])([CH3:22])[CH3:21])=[O:31])[CH:14]=[C:15]([CH3:32])[C:7]1=2)[CH3:2] |f:1.2|. Procedure: To a solution of (1,6-dihydroxy-1,3-dihydro-benzo[c][1,2]oxaborol-3-yl)-acetic acid ethyl ester (0.500 g, 1.99 mmol) in DMF (20 mL) was added NaH (0.176 g, 4.40 mmol) and the mixture was stirred at 0° C. for 45 minutes. A solution of (3-bromo-propyl)-carbamic acid tert-butyl ester (1.04 g, 4.38 mmol) in DMF (5 mL) was added and the mixture was stirred at room temperature for 18 hours. The reaction mixture was quenched with H2O and extracted with EtOAc (3×50 mL). The organic extracts were washed ... The reactants are C1(=CC=C(C=C1)S(=O)(=O)O)C.NC1[C@@H]2N(C(C(S2)(C)C)C(=O)O)C1=O (6-amino-2,2-dimethylpenam-3-carboxylic acid toluene-p-sulphonate), FC=1NC2=C(N1)C=CC=C2 (2-fluorobenzimidazole). Run in CN(C)C=O (DMF). Run at time 1.5 hour. The product is C1(=CC=C(C=C1)S(=O)(=O)O)C.N1=C(NC2=C1C=CC=C2)NC2[C@@H]1N(C(C(S1)(C)C)C(=O)O)C2=O (6-(benzimidazol-2-yl)amino-2,2-dimethylpenam-3-carboxylic acid toluene-p-sulphonate). Isolated yield 83.3%. RXN SMILES: [C:1]1([CH3:11])[CH:6]=[CH:5][C:4]([S:7]([OH:10])(=[O:9])=[O:8])=[CH:3][CH:2]=1.[NH2:12][CH:13]1[C:24](=[O:25])[N:15]2[CH:16]([C:21]([OH:23])=[O:22])[C:17]([CH3:20])([CH3:19])[S:18][C@H:14]12.F[C:27]1[NH:28][C:29]2[CH:35]=[CH:34][CH:33]=[CH:32][C:30]=2[N:31]=1>CN(C=O)C>[C:1]1([CH3:11])[CH:2]=[CH:3][C:4]([S:7]([OH:10])(=[O:8])=[O:9])=[CH:5][CH:6]=1.[N:28]1[C:29]2[CH:35]=[CH:34][CH:33]=[CH:32][C:30]=2[NH:31][C:27]=1[NH:12][CH:13]1[C:24](=[O:25])[N:15]2[CH:16]([C:21]([OH:23])=[O:22])[C:17]([CH3:20])([CH3:19])[S:18][C@H:14]12 |f:0.1,4.5|. Procedure details: To a solution of anhydrous 6-amino-2,2-dimethylpenam-3-carboxylic acid toluene-p-sulphonate (171 mg.) in dry DMF was added 2-fluorobenzimidazole (150 mg.) in one portion and the mixture stirred at ambient temperature for 1.5 hours. The mixture was evaporated to dryness under reduced pressure at room temperature and the resulting residue, a mobile oil, was triturated with EtOAc (2×10 ml.) and then dry acetonitrile (2 ml.) whereupon the product crystallised. The solid was filtered and washed with ... The product is [Br-].C1(=CC=CC=C1)[P+](CC1=CC(=C(C=C1)[N+](=O)[O-])C(=O)O)(C1=CC=CC=C1)C1=CC=CC=C1 (triphenyl-(3-carboxy-4-nitro-benzyl)-phosphonium bromide). As a reaction SMILES: [Br:1][CH2:2][C:3]1[CH:4]=[C:5]([C:9]([N+:12]([O-:14])=[O:13])=[CH:10][CH:11]=1)[C:6]([OH:8])=[O:7].[C:15]1([P:21]([C:28]2[CH:33]=[CH:32][CH:31]=[CH:30][CH:29]=2)[C:22]2[CH:27]=[CH:26][CH:25]=[CH:24][CH:23]=2)[CH:20]=[CH:19][CH:18]=[CH:17][CH:16]=1>C1(C)C=CC=CC=1>[Br-:1].[C:28]1([P+:21]([C:15]2[CH:16]=[CH:17][CH:18]=[CH:19][CH:20]=2)([C:22]2[CH:27]=[CH:26][CH:25]=[CH:24][CH:23]=2)[CH2:2][C:3]2[CH:11]=[CH:10][C:9]([N+:12]([O-:14])=[O:13])=[C:5]([C:6]([OH:8])=[O:7])[CH:4]=2)[CH:29]=[CH:30][CH:31]=[CH:32][CH:33]=1 |f:3.4|. The reactants are BrCC=1C=C(C(=O)O)C(=CC1)[N+](=O)[O-] (3-bromomethyl-6-nitro-benzoic acid), C1(=CC=CC=C1)P(C1=CC=CC=C1)C1=CC=CC=C1 (triphenyl phosphine). The solvent is C1(=CC=CC=C1)C (toluene). Procedure: A mixture of 15 g (57.7 millimoles) of 3-bromomethyl-6-nitro-benzoic acid, 15.17 g (57.7 millimoles) of triphenyl phosphine and 70 ml anhydrous toluene is refluxed for 2 hours. The precipitated product is filtered off, washed with ether and dried. Thus 21.15 g of the title compound are obtained, yield 71%. Yield: 70.2%. Reactants: CS(=O)(=O)Cl, CCN(C(C)C)C(C)C, ClCCl, COc1ccc(N(C(=O)CN2C=CN(c3ccccc3)C(=O)C(=CO)C2=O)C(C)C)cc1. Product: COc1ccc(N(C(=O)CN2C=CN(c3ccccc3)C(=O)C(=COS(C)(=O)=O)C2=O)C(C)C)cc1. Reaction SMILES: [CH3:33][S:34]([Cl:35])(=[O:36])=[O:37].[CH:38]([N:39]([CH:40]([CH3:41])[CH3:42])[CH2:43][CH3:44])([CH3:45])[CH3:46].[Cl:47][CH2:48][Cl:49].[O:1]=[C:2]1[N:3]([CH2:18][C:19](=[O:20])[N:21]([c:22]2[cH:23][cH:24][c:25]([O:28][CH3:29])[cH:26][cH:27]2)[CH:30]([CH3:31])[CH3:32])[CH:4]=[CH:5][N:6]([c:12]2[cH:13][cH:14][cH:15][cH:16][cH:17]2)[C:7](=[O:11])[C:8]1=[CH:9][OH:10]>>[O:1]=[C:2]1[N:3]([CH2:18][C:19](=[O:20])[N:21]([c:22]2[cH:23][cH:24][c:25]([O:28][CH3:29])[cH:26][cH:27]2)[CH:30]([CH3:31])[CH3:32])[CH:4]=[CH:5][N:6]([c:12]2[cH:13][cH:14][cH:15][cH:16][cH:17]2)[C:7](=[O:11])[C:8]1=[CH:9][O:10][S:34]([CH3:33])(=[O:36])=[O:37]. Starting materials: ClC=1C=CC(=C(C#N)C1)NC(=O)OCC (5-chloro-2-(ethoxycarbonylamino)benzonitrile), Heterocyclic, BrCC(=O)C1=CC(=CC=C1)Cl (2-bromo-3′-chloroacetophenone). Product: NC1=C(N(C2=CC=C(C=C12)Cl)C(=O)OCC)C(C1=CC(=CC=C1)Cl)=O (3-Amino-5-chloro-2-(3-chlorobenzoyl)-1-(ethoxycarbonyl)indole). Reaction SMILES: [Cl:1][C:2]1[CH:3]=[CH:4][C:5]([NH:10][C:11]([O:13][CH2:14][CH3:15])=[O:12])=[C:6]([CH:9]=1)[C:7]#[N:8].Br[CH2:17][C:18]([C:20]1[CH:25]=[CH:24][CH:23]=[C:22]([Cl:26])[CH:21]=1)=[O:19]>>[NH2:8][C:7]1[C:6]2[C:5](=[CH:4][CH:3]=[C:2]([Cl:1])[CH:9]=2)[N:10]([C:11]([O:13][CH2:14][CH3:15])=[O:12])[C:17]=1[C:18](=[O:19])[C:20]1[CH:25]=[CH:24][CH:23]=[C:22]([Cl:26])[CH:21]=1. Reported procedure: The title compound was prepared according to the procedure described in step 2 of Example 1 from 5-chloro-2-(ethoxycarbonylamino)benzonitrile (K. O. Geolotte et al, J. Heterocyclic Chem., 1990, 27, 1549) and 2-bromo-3′-chloroacetophenone (M. Kihara et al., Tetrahedron, 1992, 48, 67-78). Product: Cc1cc(C)nc(NC(=O)NS(=O)(=O)N2CCCC2)n1. As a reaction SMILES: [CH2:17]1[CH2:18][CH2:19][NH:20][CH2:21]1.[CH2:22]([Cl:23])[Cl:24].[CH3:1][c:2]1[n:3][c:4]([NH:9][C:10](=[O:11])[NH:12][S:13](=[O:14])(=[O:15])[Cl:16])[n:5][c:6]([CH3:8])[cH:7]1>>[CH3:1][c:2]1[n:3][c:4]([NH:9][C:10](=[O:11])[NH:12][S:13](=[O:14])(=[O:15])[N:20]2[CH2:19][CH2:18][CH2:17][CH2:21]2)[n:5][c:6]([CH3:8])[cH:7]1. Reactants: C1CCNC1, ClCCl, Cc1cc(C)nc(NC(=O)NS(=O)(=O)Cl)n1. The reactants are O=C([O-])[O-], CN(C)C=O, ClC(Cl)Cl, O=[N+]([O-])c1ccc(F)cc1, [K+], [K+], O=C1CNCCN1. Yields the product O=C1CN(c2ccc([N+](=O)[O-])cc2)CCN1. Reaction SMILES: [C:11](=[O:12])([O-:13])[O-:14].[CH3:24][N:25]([CH3:26])[CH:27]=[O:28].[CH:29]([Cl:30])([Cl:31])[Cl:32].[F:1][c:2]1[cH:3][cH:4][c:5]([N+:8](=[O:9])[O-:10])[cH:6][cH:7]1.[K+:15].[K+:16].[NH:17]1[C:18](=[O:23])[CH2:19][NH:20][CH2:21][CH2:22]1>>[c:2]1([N:20]2[CH2:19][C:18](=[O:23])[NH:17][CH2:22][CH2:21]2)[cH:3][cH:4][c:5]([N+:8](=[O:9])[O-:10])[cH:6][cH:7]1. Starting materials: CO, Cl, CC(C)(C)OC(=O)N1CCC(N2CCCCc3cc(NC(=N)c4cccs4)ccc32)C1. Yields the product N=C(Nc1ccc2c(c1)CCCCN2C1CCNC1)c1cccs1. RXN SMILES: [CH3:33][OH:34].[ClH:32].[s:1]1[c:2]([C:6]([NH:7][c:8]2[cH:9][c:10]3[c:11]([cH:29][cH:30]2)[N:12]([CH:17]2[CH2:18][N:19]([C:22]([O:23][C:24]([CH3:25])([CH3:26])[CH3:27])=[O:28])[CH2:20][CH2:21]2)[CH2:13][CH2:14][CH2:15][CH2:16]3)=[NH:31])[cH:3][cH:4][cH:5]1>>[s:1]1[c:2]([C:6]([NH:7][c:8]2[cH:9][c:10]3[c:11]([cH:29][cH:30]2)[N:12]([CH:17]2[CH2:18][NH:19][CH2:20][CH2:21]2)[CH2:13][CH2:14][CH2:15][CH2:16]3)=[NH:31])[cH:3][cH:4][cH:5]1.